From a dataset of the Open Reaction Database (ORD), a public repository of structured organic reaction records. describe an organic reaction: reactants, conditions, products, and yield The reactants are [Na] (Sodium), CO (methanol), [N+](=O)([O-])C1=CC(=CC(=C1)[N+](=O)[O-])[N+](=O)[O-] (1,3,5-Trinitrobenzene). Reaction conditions: time 8 hour. The product is [N+](=O)([O-])C=1C=C(C=C(C1)[N+](=O)[O-])OC (3,5-Dinitroanisole). As a reaction SMILES: [Na].[N+:2]([C:5]1[CH:10]=[C:9]([N+]([O-])=O)[CH:8]=[C:7]([N+:14]([O-:16])=[O:15])[CH:6]=1)([O-:4])=[O:3].[CH3:17][OH:18]>>[N+:2]([C:5]1[CH:10]=[C:9]([O:18][CH3:17])[CH:8]=[C:7]([N+:14]([O-:16])=[O:15])[CH:6]=1)([O-:4])=[O:3] |^1:0|. Reported procedure: Sodium (575 mg, 25 mmol) was dissolved in absolute methanol (100 ml). 1,3,5-Trinitrobenzene (4.26 g, 20 mmol) was then added and the solution was stirred overnight. After evaporation of the solvent, water was added and the precipitate was filtered off, washed with water and dried. The material was used without purification in the next step. Yield: 3.4 g (86%). Starting materials: CC(=O)O, ClCCl, ClI, COc1ccc2nc(-c3ccc(N)cc3)sc2c1. The product is COc1ccc2nc(-c3ccc(N)c(I)c3)sc2c1. Reaction SMILES: [CH3:24][C:25](=[O:26])[OH:27].[Cl:21][CH2:22][Cl:23].[I:19][Cl:20].[NH2:1][c:2]1[cH:3][cH:4][c:5](-[c:8]2[s:9][c:10]3[c:11]([n:12]2)[cH:13][cH:14][c:15]([O:17][CH3:18])[cH:16]3)[cH:6][cH:7]1>>[NH2:1][c:2]1[cH:3][cH:4][c:5](-[c:8]2[s:9][c:10]3[c:11]([n:12]2)[cH:13][cH:14][c:15]([O:17][CH3:18])[cH:16]3)[cH:6][c:7]1[I:19].